This data is from the Open Reaction Database (ORD), a public repository of structured organic reaction records. The task is: describe an organic reaction: reactants, conditions, products, and yield The reactants are CC=1C(=NC(=C(C1)C)C)N1CCNCC1 (1-(3,5,6-trimethylpyridin-2-yl)piperazine), IC1=CC=C(C(=O)Cl)C=C1 (4-iodobenzoyl chloride). Product: IC1=CC=C(C=C1)C(=O)N1CCN(CC1)C1=NC(=C(C=C1C)C)C ((4-iodophenyl)[4-(3,5,6-trimethylpyridin-2-yl)piperazin-1-yl]methanone). Yield: 94.8%. RXN SMILES: [CH3:1][C:2]1[C:3]([N:10]2[CH2:15][CH2:14][NH:13][CH2:12][CH2:11]2)=[N:4][C:5]([CH3:9])=[C:6]([CH3:8])[CH:7]=1.[I:16][C:17]1[CH:25]=[CH:24][C:20]([C:21](Cl)=[O:22])=[CH:19][CH:18]=1>>[I:16][C:17]1[CH:25]=[CH:24][C:20]([C:21]([N:13]2[CH2:12][CH2:11][N:10]([C:3]3[C:2]([CH3:1])=[CH:7][C:6]([CH3:8])=[C:5]([CH3:9])[N:4]=3)[CH2:15][CH2:14]2)=[O:22])=[CH:19][CH:18]=1. Reported procedure: By reaction and treatment in the same manner as in Preparation Example 161 and using 1-(3,5,6-trimethylpyridin-2-yl)piperazine (4.39 g) described in Preparation Example 175 and 4-iodobenzoyl chloride (5.98 g), the title compound (8.82 g) was obtained. The reactants are O1COC2=C1C=CC(=C2)C=2C=C(C#N)C=C(C2)OCC2=CC=C(C=C2)OC (3-benzo[1,3]dioxol-5-yl-5-(4-methoxy-benzyloxy)-benzonitrile), C(C)[Mg]Cl (ethylmagnesium chloride), cuprous bromide, C(C)[Mg]Cl (ethylmagnesium chloride), S(O)(O)(=O)=O (sulfuric acid). Solvent: C1CCOC1 (THF), C(C)OCC (diethyl ether). Reaction conditions: time 30 minute. Yields the product O1COC2=C1C=CC(=C2)C=2C=C(C=C(C2)OCC2=CC=C(C=C2)OC)C(CC)=O (1-[3-Benzo[1,3]dioxol-5-yl-5-(4-methoxy-benzyloxy)-phenyl]-propan-1-one). The yield is 50.0%. As a reaction SMILES: [O:1]1[C:5]2[CH:6]=[CH:7][C:8]([C:10]3[CH:11]=[C:12]([CH:15]=[C:16]([O:18][CH2:19][C:20]4[CH:25]=[CH:24][C:23]([O:26][CH3:27])=[CH:22][CH:21]=4)[CH:17]=3)[C:13]#N)=[CH:9][C:4]=2[O:3][CH2:2]1.[CH2:28]([Mg]Cl)[CH3:29].S(=O)(=O)(O)[OH:33]>C1COCC1.C(OCC)C>[O:1]1[C:5]2[CH:6]=[CH:7][C:8]([C:10]3[CH:11]=[C:12]([C:13](=[O:33])[CH2:28][CH3:29])[CH:15]=[C:16]([O:18][CH2:19][C:20]4[CH:25]=[CH:24][C:23]([O:26][CH3:27])=[CH:22][CH:21]=4)[CH:17]=3)=[CH:9][C:4]=2[O:3][CH2:2]1. Reported procedure: To a solution of 3-benzo[1,3]dioxol-5-yl-5-(4-methoxy-benzyloxy)-benzonitrile (250 mg) in anhydrous THF (3 mL) were added a solution of ethylmagnesium chloride (517 μL of 2 M solution in diethyl ether) and catalytic amount of cuprous bromide (2 mg). The resulting reaction mixture was refluxed for 1 h and then additional amount of ethylmagnesium chloride (517 μL of 2 M solution in diethyl ether) was added and heating was continued for 30 min. After it was cooled down, 10% sulfuric acid (1.5 mL) w... Reactants: O=S(Cl)Cl (SOCl2), OCC=1N=CNC1 (4-hydroxymethylimidazole), C(=O)(O)[O-].[Na+] (NaHCO3), [N-]=[N+]=[N-].[Na+] (NaN3). Run in CC#N (CH3CN), CCOC(=O)C (EtOAc), O (water), CN(C)C=O (DMF). Reaction conditions: time 30 minute. The product is N(=[N+]=[N-])CC=1N=CNC1 (4-azidomethylimidazole). As a reaction SMILES: O[CH2:2][C:3]1[N:4]=[CH:5][NH:6][CH:7]=1.O=S(Cl)Cl.[N-:12]=[N+:13]=[N-:14].[Na+].C([O-])(O)=O.[Na+]>CC#N.CN(C=O)C.CCOC(C)=O.O>[N:12]([CH2:2][C:3]1[N:4]=[CH:5][NH:6][CH:7]=1)=[N+:13]=[N-:14] |f:2.3,4.5|. Reported procedure: To a suspension of 4-hydroxymethylimidazole II-1 (1.09 g, 11.1 mmol) in CH3CN (12 mL), SOCl2 (5 mL) was added. After being stirred at room temperature for 30 min, the suspension became clear. After stirring for additional 2 h, the solution was concentrated in vacuo to give a solid, which was then dissolved in DMF (15 mL). To the solution, NaN3 (2.16 g, 33.2 mmol) was added. After the mixture was stirred at room temperature overnight, water and EtOAc were added, then 5% aq. NaHCO3 was also added.... Reactants: CC1=CC=C(C=C1)S(=O)(=O)O[C@@H](C(=O)OC)C (Methyl (2R)-2-{[(4-methylphenyl)sulfonyl]oxy}propanoate), C([O-])([O-])=O.[K+].[K+] (potassium carbonate), ClC=1C=C(C=CC1C(=O)N1C(CCC1)(C)C)C=1C(=CC=C(C1)F)O (3′-Chloro-4′-[(2,2-dimethylpyrrolidin-1-yl)carbonyl]-5-fluorobiphenyl-2-ol). The solvent is CC#N (MeCN). Run at temperature 65 celsius. The product is ClC=1C=C(C=CC1C(=O)N1C(CCC1)(C)C)C1=C(C=CC(=C1)F)O[C@H](C(=O)OC)C (Methyl (2S)-2-({3′-chloro-4′-[(2,2-dimethylpyrrolidin-1-yl)carbonyl]-5-fluorobiphenyl-2-yl}oxy)propanoate). RXN SMILES: [Cl:1][C:2]1[CH:3]=[C:4]([C:17]2[C:18]([OH:24])=[CH:19][CH:20]=[C:21]([F:23])[CH:22]=2)[CH:5]=[CH:6][C:7]=1[C:8]([N:10]1[CH2:14][CH2:13][CH2:12][C:11]1([CH3:16])[CH3:15])=[O:9].CC1C=CC(S(O[C@H:36]([CH3:41])[C:37]([O:39][CH3:40])=[O:38])(=O)=O)=CC=1.C(=O)([O-])[O-].[K+].[K+]>CC#N>[Cl:1][C:2]1[CH:3]=[C:4]([C:17]2[CH:22]=[C:21]([F:23])[CH:20]=[CH:19][C:18]=2[O:24][C@@H:36]([CH3:41])[C:37]([O:39][CH3:40])=[O:38])[CH:5]=[CH:6][C:7]=1[C:8]([N:10]1[CH2:14][CH2:13][CH2:12][C:11]1([CH3:16])[CH3:15])=[O:9] |f:2.3.4|. Reported procedure: The intermediate from step d) (2.83 g) was dissolved in MeCN (30 mL). The product from step e) (2.11 g) and potassium carbonate (2.25 g) were added and the mixture was heated to 65° C. for 16 h. The mixture was cooled to rt and extracted with diethyl ether (×2), dried (MgSO4) and concentrated under reduced pressure to give an oil. The oil was purified by flash column chromatography on silica using isohexane 3:1 ethyl acetate as eluent to give the sub titled product as a colourless oil (2.29 g). Reactants: CN1C=NC=C1 (1-methylimidazole), ClCOC(C)=S (chloromethylthioacetate). Conditions: time 10 minute. The product is [Cl-].C(C)(=S)OC[N+]1=CN(C=C1)C (1-Thioacetyloxymethyl-3-Methylimidazolium Chloride). As a reaction SMILES: [CH3:1][N:2]1[CH:6]=[CH:5][N:4]=[CH:3]1.[Cl:7][CH2:8][O:9][C:10](=[S:12])[CH3:11]>>[Cl-:7].[C:10]([O:9][CH2:8][N+:4]1[CH:5]=[CH:6][N:2]([CH3:1])[CH:3]=1)(=[S:12])[CH3:11] |f:2.3|. Reported procedure: To 0.7 g (8.52 millimoles) of 1-methylimidazole was added slowly and with cooling, 1.5 g of (16.2 millimoles) chloromethylthioacetate. The solution solidified in 10 minutes and was left stoppered at room temperature overnight. Reactants: NCc1ccccc1, ClCCl, [N-]=[N+]=NC(Cc1ccccc1)C(=O)O, On1nnc2ccccc21. Yields the product [N-]=[N+]=NC(Cc1ccccc1)C(=O)NCc1ccccc1. As a reaction SMILES: [CH2:25]([c:26]1[cH:27][cH:28][cH:29][cH:30][cH:31]1)[NH2:32].[Cl:33][CH2:34][Cl:35].[N:1](=[N+:2]=[N-:3])[CH:4]([C:5](=[O:6])[OH:7])[CH2:8][c:9]1[cH:10][cH:11][cH:12][cH:13][cH:14]1.[OH:15][n:16]1[c:17]2[c:18]([cH:19][cH:20][cH:21][cH:22]2)[n:23][n:24]1>>[N:1](=[N+:2]=[N-:3])[CH:4]([C:5](=[O:7])[NH:32][CH2:25][c:26]1[cH:27][cH:28][cH:29][cH:30][cH:31]1)[CH2:8][c:9]1[cH:10][cH:11][cH:12][cH:13][cH:14]1. The reactants are C(=O)(OCC)NNCCC1C(NC(N1)=O)=O (5-[(2-(carbethoxyhydrazino)-ethyl)]-hydantoin), O.O.O.O.O.O.O.O.[OH-].[Ba+2].[OH-] (barium hydroxide octahydrate). The solvent is O (water). The product is NC(C(=O)O)CCNN (2-amino-4-hydrazino-butanoic acid). As a reaction SMILES: C([NH:6][NH:7][CH2:8][CH2:9][CH:10]1[NH:14]C(=O)N[C:11]1=[O:16])(OCC)=O.[OH2:17].O.O.O.O.O.O.O.[OH-].[Ba+2].[OH-]>O>[NH2:14][CH:10]([CH2:9][CH2:8][NH:7][NH2:6])[C:11]([OH:16])=[O:17] |f:1.2.3.4.5.6.7.8.9.10.11|. Procedure: Mix 5-[(2-(carbethoxyhydrazino)-ethyl)]-hydantoin (2.3 g, 10 mmol), barium hydroxide octahydrate (18.15 g, 10 mmol) and water (55 mL). Reflux for 12 hours, remove the white solid by filtration, extract the filter cake with boiling water (25 ml) and finally wash with hot water (25 mL). Combine the filtrate and washings, treat with ammonium carbonate (5.7 g) and heat with stirring. Filter off the barium carbonate, wash the filter cake with hot water and evaporate the filtrate and washings in vacuo... Starting materials: ClCCl, Cc1cn(C2CC(O)C(CO)O2)c(=O)[nH]c1=O, ClC1(c2ccccc2)c2ccccc2Oc2ccccc21, c1ccncc1. Product: Cc1cn(C2CC(O)C(COC3(c4ccccc4)c4ccccc4Oc4ccccc43)O2)c(=O)[nH]c1=O. Reaction SMILES: [CH2:45]([Cl:46])[Cl:47].[CH3:22][c:23]1[cH:24][n:25]([CH:26]2[CH2:27][CH:28]([OH:29])[CH:30]([CH2:31][OH:32])[O:33]2)[c:34](=[O:35])[nH:36][c:37]1=[O:38].[Cl:1][C:2]1([c:16]2[cH:17][cH:18][cH:19][cH:20][cH:21]2)[c:3]2[cH:4][cH:5][cH:6][cH:7][c:8]2[O:9][c:10]2[cH:11][cH:12][cH:13][cH:14][c:15]21.[cH:39]1[cH:40][cH:41][n:42][cH:43][cH:44]1>>[C:2]1([c:16]2[cH:17][cH:18][cH:19][cH:20][cH:21]2)([O:32][CH2:31][CH:30]2[CH:28]([OH:29])[CH2:27][CH:26]([n:25]3[cH:24][c:23]([CH3:22])[c:37](=[O:38])[nH:36][c:34]3=[O:35])[O:33]2)[c:3]2[cH:4][cH:5][cH:6][cH:7][c:8]2[O:9][c:10]2[cH:11][cH:12][cH:13][cH:14][c:15]21. Starting materials: CC(C)=C(C)C, [Hg], COC(=O)C(=[N+]=[N-])C(=O)OC. Product: COC(=O)C1(C(=O)OC)C(C)(C)C1(C)C. As a reaction SMILES: [CH3:12][C:13]([CH3:14])=[C:15]([CH3:16])[CH3:17].[Hg:18].[N+:1](=[N-:2])=[C:3]([C:4](=[O:5])[O:6][CH3:7])[C:8](=[O:9])[O:10][CH3:11]>>[C:3]1([C:4](=[O:5])[O:6][CH3:7])([C:8](=[O:9])[O:10][CH3:11])[C:13]([CH3:12])([CH3:14])[C:15]1([CH3:16])[CH3:17]. Reactants: ClC1=C(CS(=O)(=O)N)C(=CC=C1)Cl (2,6-dichlorobenzylsulfonamide), C([O-])([O-])=O.[K+].[K+] (potassium carbonate). Reagents/catalysts: [Cu] (copper). Solvent: CN(C1=CC=CC=C1)C (N,N-dimethylaniline). Conditions: temperature 170 celsius, time 4 hour. The product is O=S1(NC2=C(C1)C(=CC=C2)Cl)=O (1,3-dihydro-2,2-dioxo-4-chloro-2,1-benzisothiazole). Isolated yield 58.7%. As a reaction SMILES: [Cl:1][C:2]1[CH:12]=[CH:11][CH:10]=[C:9](Cl)[C:3]=1[CH2:4][S:5]([NH2:8])(=[O:7])=[O:6].C(=O)([O-])[O-].[K+].[K+]>[Cu].CN(C)C1C=CC=CC=1>[O:6]=[S:5]1(=[O:7])[CH2:4][C:3]2[C:2]([Cl:1])=[CH:12][CH:11]=[CH:10][C:9]=2[NH:8]1 |f:1.2.3|. Reported procedure: The 2,6-dichlorobenzylsulfonamide (8 g, 33.47 mmol) was added to potassium carbonate (4.62 g, 33.47 mmol), copper powder (560 milligram (hereinafter “mg”)) and N,N-dimethylaniline (10 ml) in a round bottom flask. The reaction mixture was stirred at 170° C. for about 4 hours. then was cooled to room temperature and partitioned between ethyl acetate and 10% aqueous HCl. The combined organic phase was dried and concentrated. Chromatography of the residue on silica gel (30% Ethyl acetate/Hexane) gav...